This data is from the Open Reaction Database (ORD), a public repository of structured organic reaction records. The task is: describe an organic reaction: reactants, conditions, products, and yield Yields the product NC=1C(=NC(=C(N1)N)Cl)C(=O)NN=CNP(OCC)(OCC)=O (diethyl N-[(3,5-diamino-6-chloro-pyrazinamido)iminomethyl]phosphoramidate). The reactants are C(N)(=N)NC(=O)C1=NC(=C(N=C1N)N)Cl (N-amidino-3,5-diamino-6-chloropyrazinamide), C1CC2=NCCCN2C1 (DBN), CN(C=O)C (dimethylformamide), P(OCC)(OCC)Cl (diethyl chlorophosphite). Reaction conditions: temperature 25 celsius, time 3 hour. RXN SMILES: C([NH:4][C:5]([C:7]1[C:12]([NH2:13])=[N:11][C:10]([NH2:14])=[C:9]([Cl:15])[N:8]=1)=[O:6])(=N)N.C1C[N:23]2[C:18](=[N:19]CCC2)C1.[P:25](Cl)([O:29][CH2:30][CH3:31])[O:26][CH2:27][CH3:28].CN(C)C=[O:36]>>[NH2:13][C:12]1[C:7]([C:5]([NH:4][N:19]=[CH:18][NH:23][P:25](=[O:36])([O:29][CH2:30][CH3:31])[O:26][CH2:27][CH3:28])=[O:6])=[N:8][C:9]([Cl:15])=[C:10]([NH2:14])[N:11]=1. Procedure details: A stirred solution of N-amidino-3,5-diamino-6-chloropyrazinamide (4.6 g., 0.02 mole) and DBN (2.5 g., 0.02 mole) in dimethylformamide (300 ml.) is cooled to 10° C. and treated with diethyl chlorophosphite (2.9 ml., 0.02 mole). The reaction is stirred at 25° C. for 3 hours, filtered and treated with ice water (300 ml.) to give diethyl N-[(3,5-diamino-6-chloro-pyrazinamido)iminomethyl]phosphoramidate which melts at 230° C. after recrystallization from ethanol-water. Starting materials: crude material, FC(C(C1=CC=C(C=C1)I)(F)F)(C(F)(F)F)F (4-heptafluoropropyl-iodobenzene), FC(C(C1=CC=C(C=C1)Br)(F)F)(C(F)(F)F)F (4-heptafluoropropyl-bromobenzene), C1(=CC=C(C=C1)C1=NNC=N1)C (3-(p-tolyl)-1H-1,2,4-triazole), [NH4+].[OH-] (NH4OH), C([O-])([O-])=O.[Cs+].[Cs+] (cesium carbonate), N1=CC=CC2=CC=CC(=C12)O (quinolin-8-ol). The reagents and catalysts are [Cu]I (CuI). Solvent: CN(C)C=O.O (DMF water). Reaction conditions: temperature 125 celsius. The product is FC(C(C(F)(F)F)(F)F)(C1=CC=C(C=C1)N1N=C(N=C1)C1=CC=C(C=C1)C)F (1-(4-(perfluoropropyl)phenyl)-3-(p-tolyl)-1H-1,2,4-triazole). Yield: 39.0%. RXN SMILES: [F:1][C:2]([F:17])([C:13]([F:16])([F:15])[F:14])[C:3]([F:12])([F:11])[C:4]1[CH:9]=[CH:8][C:7](I)=[CH:6][CH:5]=1.FC(F)(C(F)(F)F)C(F)(F)C1C=CC(Br)=CC=1.[C:35]1([CH3:46])[CH:40]=[CH:39][C:38]([C:41]2[N:45]=[CH:44][NH:43][N:42]=2)=[CH:37][CH:36]=1.C(=O)([O-])[O-].[Cs+].[Cs+].N1C2C(=CC=CC=2O)C=CC=1.[NH4+].[OH-]>CN(C=O)C.O.[Cu]I>[F:11][C:3]([F:12])([C:4]1[CH:9]=[CH:8][C:7]([N:43]2[CH:44]=[N:45][C:41]([C:38]3[CH:39]=[CH:40][C:35]([CH3:46])=[CH:36][CH:37]=3)=[N:42]2)=[CH:6][CH:5]=1)[C:2]([F:17])([F:1])[C:13]([F:16])([F:15])[F:14] |f:3.4.5,7.8,9.10|. Procedure details: Heptafluoropropyl-1-iodopropane (3.14 g, 10.6 mmol), 1-iodo-4-bromobenzene (2.0 g, 7.07 mmol), and copper (powder: 1.123 g, 17.7 mmol) were combined in 16 mL of DMSO in a 20 mL microwave tube, and the solution was stirred and heated at 175° C. for 90 min. The cooled solution was then extracted with 2×30 mL of hexanes, and the combined organic layer was washed with water, dried and concentrated to give 2.0 grams of a yellow oil. This crude material, which consisted of a mixture of 4-heptafluoropr... Reactants: C1CCOC1, CCCC[N+](CCCC)(CCCC)CCCC, Cl, [F-], O=Cc1ccccc1C(F)(F)F, C[Si](C)(C)C(F)(F)F. Yields the product OC(c1ccccc1C(F)(F)F)C(F)(F)F. RXN SMILES: [CH2:40]1[O:41][CH2:42][CH2:43][CH2:44]1.[CH3:2][CH2:3][CH2:4][CH2:5][N+:6]([CH2:7][CH2:8][CH2:9][CH3:10])([CH2:11][CH2:12][CH2:13][CH3:14])[CH2:15][CH2:16][CH2:17][CH3:18].[ClH:39].[F-:1].[F:19][C:20]([c:21]1[c:22]([CH:23]=[O:24])[cH:25][cH:26][cH:27][cH:28]1)([F:29])[F:30].[F:31][C:32]([F:33])([F:34])[Si:35]([CH3:36])([CH3:37])[CH3:38]>>[F:19][C:20]([c:21]1[c:22]([CH:23]([OH:24])[C:32]([F:31])([F:33])[F:34])[cH:25][cH:26][cH:27][cH:28]1)([F:29])[F:30]. Starting materials: C(=O)(O)C1N(CCN(C1)S(=O)(=O)C1=CC2=CC=C(C=C2C=C1)Cl)C(=O)C1=CC=C(C=C1)C1=CC=[N+](C=C1)[O-] (4-[4-[[2-carboxy-4-[(6-chloronaphthalen-2-yl)sulfonyl]piperazin-1-yl]carbonyl]phenyl]pyridine N-oxide), CN(CCN)C (2-(dimethylamino)ethylamine), raw materials. Product: ClC=1C=C2C=CC(=CC2=CC1)S(=O)(=O)N1CC(N(CC1)C(=O)C1=CC=C(C=C1)C1=CC=[N+](C=C1)[O-])C(=O)NCCN(C)C (4-[4-[[4-[(6-Chloronaphthalen-2-yl)sulfonyl]-2-[[2-(dimethylamino)ethylamino]carbonyl]piperazin-1-yl]carbonyl]phenyl]pyridine N-oxide). Reaction SMILES: [C:1]([CH:4]1[CH2:9][N:8]([S:10]([C:13]2[CH:22]=[CH:21][C:20]3[C:15](=[CH:16][CH:17]=[C:18]([Cl:23])[CH:19]=3)[CH:14]=2)(=[O:12])=[O:11])[CH2:7][CH2:6][N:5]1[C:24]([C:26]1[CH:31]=[CH:30][C:29]([C:32]2[CH:37]=[CH:36][N+:35]([O-:38])=[CH:34][CH:33]=2)=[CH:28][CH:27]=1)=[O:25])([OH:3])=O.[CH3:39][N:40]([CH3:44])[CH2:41][CH2:42][NH2:43]>>[Cl:23][C:18]1[CH:19]=[C:20]2[C:15](=[CH:16][CH:17]=1)[CH:14]=[C:13]([S:10]([N:8]1[CH2:7][CH2:6][N:5]([C:24]([C:26]3[CH:27]=[CH:28][C:29]([C:32]4[CH:37]=[CH:36][N+:35]([O-:38])=[CH:34][CH:33]=4)=[CH:30][CH:31]=3)=[O:25])[CH:4]([C:1]([NH:43][CH2:42][CH2:41][N:40]([CH3:44])[CH3:39])=[O:3])[CH2:9]1)(=[O:12])=[O:11])[CH:22]=[CH:21]2. Procedure details: In a similar manner to Example 4 except for the use of 4-[4-[[2-carboxy-4-[(6-chloronaphthalen-2-yl)sulfonyl]piperazin-1-yl]carbonyl]phenyl]pyridine N-oxide and 2-(dimethylamino)ethylamine as the raw materials, the reaction was conducted, whereby the title compound was obtained. Starting materials: CS(=O)(=O)C (dimethylsulphone), ice, C(CCC)[Li] (butyllithium), ClC1=CC=C(C=C1)C1(CCC1)C#N (1-(4-chlorophenyl)cyclobutanecarbonitrile), O (water). Run in O1CCCC1 (tetrahydrofuran), O1CCCC1 (tetrahydrofuran). Conditions: time 15 minute. Product: ClC1=CC=C(C=C1)C1(CCC1)C(=CS(=O)(=O)C)N (1-[1-(4-chlorophenyl)cyclobutyl]-2-methylsulphonylvinylamine). As a reaction SMILES: [CH3:1][S:2]([CH3:5])(=[O:4])=[O:3].C([Li])CCC.[Cl:11][C:12]1[CH:17]=[CH:16][C:15]([C:18]2([C:22]#[N:23])[CH2:21][CH2:20][CH2:19]2)=[CH:14][CH:13]=1.O>O1CCCC1>[Cl:11][C:12]1[CH:13]=[CH:14][C:15]([C:18]2([C:22]([NH2:23])=[CH:1][S:2]([CH3:5])(=[O:4])=[O:3])[CH2:21][CH2:20][CH2:19]2)=[CH:16][CH:17]=1. Reported procedure: A solution of dimethylsulphone (8.3 g), in dry tetrahydrofuran (150 ml) was added dropwise to a stirred ice-cold solution of butyllithium (30 ml of 2.6M solution in hexane). The mixture was stirred at room temperature for 15 minutes and then a solution of 1-(4-chlorophenyl)cyclobutanecarbonitrile (15 g) in tetrahydrofuran (25 ml) was added over 15 minutes and the resulting solution was heated under reflux for 16 hours. The solution was cooled and treated with water and the organic layer separate... Reactants: CCc1c(C(=O)C(N)=O)c2c(OCC(=O)OC)nc(SC)nc2n1Cc1cccc(F)c1, CO, [Na+], [OH-]. Yields the product CCc1c(C(=O)C(N)=O)c2c(OCC(=O)O)nc(SC)nc2n1Cc1cccc(F)c1. RXN SMILES: [CH3:1][O:2][C:3]([CH2:4][O:5][c:6]1[c:7]2[c:8]([n:9][c:10]([S:12][CH3:13])[n:11]1)[n:14]([CH2:24][c:25]1[cH:26][c:27]([F:31])[cH:28][cH:29][cH:30]1)[c:15]([CH2:22][CH3:23])[c:16]2[C:17]([C:18](=[O:19])[NH2:20])=[O:21])=[O:32].[CH3:35][OH:36].[Na+:34].[OH-:33]>>[O:2]=[C:3]([CH2:4][O:5][c:6]1[c:7]2[c:8]([n:9][c:10]([S:12][CH3:13])[n:11]1)[n:14]([CH2:24][c:25]1[cH:26][c:27]([F:31])[cH:28][cH:29][cH:30]1)[c:15]([CH2:22][CH3:23])[c:16]2[C:17]([C:18](=[O:19])[NH2:20])=[O:21])[OH:32]. Reactants: FC(C(C)(O)C)(CCCCCCCCCCCCCCCC)F (3,3-difluoro-2-methyl-2-nonadecanol), P(=O)(Cl)(Cl)Cl (phosphorous oxychloride), P(=O)(Cl)(Cl)Cl (phosphorous oxychloride). The solvent is N1=CC=CC=C1 (pyridine). Reaction conditions: temperature 50 celsius, time 18 hour. Product: FC(C(=C)C)(CCCCCCCCCCCCCCCC)F (3,3-Difluoro-2-methyl-1-nonadecene). The yield is 92.5%. As a reaction SMILES: [F:1][C:2]([F:23])([CH2:7][CH2:8][CH2:9][CH2:10][CH2:11][CH2:12][CH2:13][CH2:14][CH2:15][CH2:16][CH2:17][CH2:18][CH2:19][CH2:20][CH2:21][CH3:22])[C:3]([CH3:6])(O)[CH3:4].P(Cl)(Cl)(Cl)=O>N1C=CC=CC=1>[F:1][C:2]([F:23])([CH2:7][CH2:8][CH2:9][CH2:10][CH2:11][CH2:12][CH2:13][CH2:14][CH2:15][CH2:16][CH2:17][CH2:18][CH2:19][CH2:20][CH2:21][CH3:22])[C:3]([CH3:6])=[CH2:4]. Reported procedure: A solution of 160 mg of 3,3-difluoro-2-methyl-2-nonadecanol in 2 ml of pyridine containing 50 ul of phosphorous oxychloride is heated at 90° C. then allowed to cool to 50° C. An additional 250 ul of phosphorous oxychloride is added followed by heating at 90° C. for 2 hours. After allowing to stand at ambient temperature for 18 hours, the volatiles are removed and the concentrate partitioned between hexanes and 10% hydrochloric acid. The organic layer is washed with water and 10% sodium bicarbona...